From a dataset of the Open Reaction Database (ORD), a public repository of structured organic reaction records. describe an organic reaction: reactants, conditions, products, and yield Starting materials: ClC=1C=CC(=C(CN2C3=C(NCC2)N=CC(=C3)C=3C=C(C(=O)O)C=CC3)C1)C(F)(F)F (3-{1-[5-chloro-2-(trifluoromethyl)benzyl]-1,2,3,4-tetrahydropyrido[2,3-b]pyrazin-7-yl}benzoic acid), C(CC1=CC=CC=C1)N1CCNCC1 (1-phenethylpiperazine). The product is ClC=1C=CC(=C(CN2C3=C(NCC2)N=CC(=C3)C=3C=C(C=CC3)C(=O)N3CCN(CC3)CCC3=CC=CC=C3)C1)C(F)(F)F ((3-{1-[5-Chloro-2-(trifluoromethyl)benzyl]-1,2,3,4-tetrahydropyrido[2,3-b]pyrazin-7-yl}phenyl)-(4-phenethylpiperazin-1-yl)methanone). As a reaction SMILES: [Cl:1][C:2]1[CH:3]=[CH:4][C:5]([C:28]([F:31])([F:30])[F:29])=[C:6]([CH:27]=1)[CH2:7][N:8]1[CH2:13][CH2:12][NH:11][C:10]2[N:14]=[CH:15][C:16]([C:18]3[CH:19]=[C:20]([CH:24]=[CH:25][CH:26]=3)[C:21](O)=[O:22])=[CH:17][C:9]1=2.[CH2:32]([N:40]1[CH2:45][CH2:44][NH:43][CH2:42][CH2:41]1)[CH2:33][C:34]1[CH:39]=[CH:38][CH:37]=[CH:36][CH:35]=1>>[Cl:1][C:2]1[CH:3]=[CH:4][C:5]([C:28]([F:30])([F:31])[F:29])=[C:6]([CH:27]=1)[CH2:7][N:8]1[CH2:13][CH2:12][NH:11][C:10]2[N:14]=[CH:15][C:16]([C:18]3[CH:19]=[C:20]([C:21]([N:43]4[CH2:44][CH2:45][N:40]([CH2:32][CH2:33][C:34]5[CH:39]=[CH:38][CH:37]=[CH:36][CH:35]=5)[CH2:41][CH2:42]4)=[O:22])[CH:24]=[CH:25][CH:26]=3)=[CH:17][C:9]1=2. Reported procedure: 3-{1-[5-chloro-2-(trifluoromethyl)benzyl]-1,2,3,4-tetrahydropyrido[2,3-b]pyrazin-7-yl}benzoic acid was reacted with 1-phenethylpiperazine as in General Procedure 10 to give the title compound. LCMS: m/z=618.98 (M+H+); retention time=0.64 minutes. The reactants are [Zn] (zinc), P(=O)([O-])([O-])[O-].[K+].[K+].[K+] (potassium phosphate). Solvent: O (water). Product: P(=O)([O-])([O-])[O-].[Zn+2].P(=O)([O-])([O-])[O-].[Zn+2].[Zn+2] (Zinc phosphate). RXN SMILES: [Zn:1].[P:2]([O-:6])([O-:5])([O-:4])=[O:3].[K+].[K+].[K+]>O>[P:2]([O-:6])([O-:5])([O-:4])=[O:3].[Zn+2:1].[P:2]([O-:6])([O-:5])([O-:4])=[O:3].[Zn+2:1].[Zn+2:1] |f:1.2.3.4,6.7.8.9.10|. Procedure: Ten ml of 17% zinc solution were added to a liter of water. Later 20 grams of potassium phosphate were added and dissolved. Zinc phosphate formed a precipitate. Phosphorous acid was then added to lower the pH and clear the solution. Once clear 30 μl of the solution prepared in example 35 was added. This acidic solution, which was acidic, then remained undisturbed for a day, after which the pH was adjusted to 10 with the addition of MEA The zinc solution comprising chelated zinc remained clear, f... The reactants are Fc1ccc(CBr)cc1, Cc1cc2c(=O)oc(=O)[nH]c2s1, CN(C)C=O. Yields the product Cc1cc2c(=O)oc(=O)n(Cc3ccc(F)cc3)c2s1. Reaction SMILES: [Br:13][CH2:14][c:15]1[cH:16][cH:17][c:18]([F:21])[cH:19][cH:20]1.[CH3:1][c:2]1[cH:3][c:4]2[c:5]([nH:6][c:7](=[O:11])[o:8][c:9]2=[O:10])[s:12]1.[O:22]=[CH:23][N:24]([CH3:25])[CH3:26]>>[CH3:1][c:2]1[cH:3][c:4]2[c:5]([n:6]([CH2:14][c:15]3[cH:16][cH:17][c:18]([F:21])[cH:19][cH:20]3)[c:7](=[O:11])[o:8][c:9]2=[O:10])[s:12]1. Reactants: ClC1=C(C(=CC=C1)Cl)NC=1NC2=C(N1)C=C(C1=C2CC(O1)(C)C)C(=O)O (2-[(2,6-dichlorophenyl)amino]-7,7-dimethyl-7,8-dihydro-1H-furo[3,2-e]benzimidazole-5-carboxylic acid), C(CCCC)N (pentan-1-amine), F[B-](F)(F)F.N1(N=NC2=C1C=CC=C2)OC(=[N+](C)C)N(C)C (O-(benzotriazol-1-yl)-N,N,N′,N′-tetramethyluronium tetrafluoroborate), CN1CCOCC1 (N-methyl morpholine). The solvent is C1CCOC1 (THF), CN(C)C=O (DMF). Product: ClC1=C(C(=CC=C1)Cl)NC=1NC2=C(N1)C=C(C1=C2CC(O1)(C)C)C(=O)NCCCCC (2-[(2,6-Dichlorophenyl)amino]-7,7-dimethyl-N-pentyl-7,8-dihydro-1H-furo[3,2-e]benzimidazole-5-carboxamide). Yield: 30.4%. RXN SMILES: [Cl:1][C:2]1[CH:7]=[CH:6][CH:5]=[C:4]([Cl:8])[C:3]=1[NH:9][C:10]1[NH:11][C:12]2[C:18]3[CH2:19][C:20]([CH3:23])([CH3:22])[O:21][C:17]=3[C:16]([C:24](O)=[O:25])=[CH:15][C:13]=2[N:14]=1.F[B-](F)(F)F.[N:32]1(OC(N(C)C)=[N+](C)C)[C:36]2C=[CH:38][CH:39]=[CH:40][C:35]=2N=N1.CN1CCOCC1.C(N)CCCC>C1COCC1.CN(C=O)C>[Cl:8][C:4]1[CH:5]=[CH:6][CH:7]=[C:2]([Cl:1])[C:3]=1[NH:9][C:10]1[NH:11][C:12]2[C:18]3[CH2:19][C:20]([CH3:23])([CH3:22])[O:21][C:17]=3[C:16]([C:24]([NH:32][CH2:36][CH2:35][CH2:40][CH2:39][CH3:38])=[O:25])=[CH:15][C:13]=2[N:14]=1 |f:1.2|. Procedure details: The title compound was prepared following the procedure as described for Example-1 using 2-[(2,6-dichlorophenyl)amino]-7,7-dimethyl-7,8-dihydro-1H-furo[3,2-e]benzimidazole-5-carboxylic acid (Intermediate-6, 0.070 g, 0.178 mmol), O-(benzotriazol-1-yl)-N,N,N′,N′-tetramethyluronium tetrafluoroborate (0.114 g, 0.306 mmol), N-methyl morpholine (1.0 mL), DMF (1.0 mL), THF (5.0 mL) and pentan-1-amine (0.031 g, 0.356 mmol) to afford 0.025 g of the desired product. 1HNMR (DMSO-d6): δ 0.880 (m, 3H), 1.23-... The reactants are ClCC(CC(=O)OC)=O (methyl 4-chloro-3-oxobutanoate), CNC(=S)N (1-methylthiourea). The solvent is CO (MeOH). Conditions: temperature 80 celsius. Product: CNC=1SC=C(N1)CC(=O)OC (methyl 2-(2-(methylamino)thiazol-4-yl)acetate). RXN SMILES: Cl[CH2:2][C:3](=O)[CH2:4][C:5]([O:7][CH3:8])=[O:6].[CH3:10][NH:11][C:12]([NH2:14])=[S:13]>CO>[CH3:10][NH:11][C:12]1[S:13][CH:2]=[C:3]([CH2:4][C:5]([O:7][CH3:8])=[O:6])[N:14]=1. Procedure details: A mixture of methyl 4-chloro-3-oxobutanoate (1 g, 11.1 mmol) and 1-methylthiourea (1.72 g, 11.43 mmol) in MeOH (5 mL) was heated to 80° C. for 3 hours. The mixture was cooled, ethanol evaporated, and diluted with saturated sodium bicarbonate, and extracted with ethyl acetate. The organic layers were dried over magnesium sulfate and the reaction mixture purified by a standard method to provide methyl 2-(2-(methylamino)thiazol-4-yl)acetate. LC-MS: m/z (M+H)=187.2